From a dataset of the Open Reaction Database (ORD), a public repository of structured organic reaction records. describe an organic reaction: reactants, conditions, products, and yield Reaction SMILES: [CH2:1]([NH:4][C:5]1[N:6]=[C:7](Cl)[C:8]2[CH:13]=[CH:12][N:11]([CH3:14])[C:9]=2[N:10]=1)[CH2:2][CH3:3].C(O)CCC.C(=O)([O-])[O-].[K+].[K+].Cl.[NH:28]1[CH2:33][CH2:32][CH:31]([OH:34])[CH2:30][CH2:29]1>O>[CH2:1]([NH:4][C:5]1[N:6]=[C:7]([N:28]2[CH2:33][CH2:32][CH:31]([OH:34])[CH2:30][CH2:29]2)[C:8]2[CH:13]=[CH:12][N:11]([CH3:14])[C:9]=2[N:10]=1)[CH2:2][CH3:3] |f:2.3.4,5.6|. Procedure: 2-(n-Propyl)amino-4-chloro-7-methyl-pyrrolo[2,3-d]pyrimidine (CXXIV) (1.6 g, 7.1 mmol) was added to n-butanol (10 mL) followed by potassium carbonate (4.9 g, 35.5 mmol) and piperidin-4-ol hydrochloride (632 mg, 10.7 mmol). The mixture was stirred in an autoclave equipped with a stirrer at 130° C. for 16 h. After cooling to room temperature, water was added (20 mL), and the mixture was extracted with EtOAc (3×50 mL). The combined organic layers were washed with water and then with a brine solutio... The product is C(CC)NC=1N=C(C2=C(N1)N(C=C2)C)N2CCC(CC2)O (2-(n-propyl)amino-4-(4-hydroxypiperidin-1-yl)-7-methyl-pyrrolo[2,3-d]pyrimidine). Solvent: O (water). Starting materials: Cl.N1CCC(CC1)O (piperidin-4-ol hydrochloride), C(CC)NC=1N=C(C2=C(N1)N(C=C2)C)Cl (2-(n-Propyl)amino-4-chloro-7-methyl-pyrrolo[2,3-d]pyrimidine), C(CCC)O (n-butanol), C([O-])([O-])=O.[K+].[K+] (potassium carbonate). The yield is 58.4%. Reactants: C(C)(C)N(C(C)C)CC (N,N-diisopropylethylamine), C(C)(C)(C)OC(=O)NC(=NC(=O)OC(C)(C)C)N1N=CC=C1 (N,N′-bis(t-butoxycarbonyl)-1H-pyrazole-1-carboxamidine), Cl.Cl.O(N)CCOC=1C=CC2=C(C(=C(O2)C(=O)NC2=NC=C(C=C2)Cl)NC(=O)[C@@H]2CC[C@H](CC2)N2C(CCC2)=O)C1 (Trans-5-(2-aminoxyethoxy)-3-[4-(2-oxopyrrolidine-1-yl)cyclohexylcarbonylamino]-N-(5-chloropyridin-2-yl)benzofuran-2-carboxamide dihydrochloride). Solvent: CN(C=O)C (N,N-dimethyl formamide). Run at time 1 day. Yields the product C(C)(C)(C)OC(=O)N(C(=N)NC(=O)OC(C)(C)C)OCCOC=1C=CC2=C(C(=C(O2)C(=O)NC2=NC=C(C=C2)Cl)NC(=O)[C@@H]2CC[C@H](CC2)N2C(CCC2)=O)C1 (trans-5-{2-[N,N′-bis(t-butoxycarbonyl)-guanidinoxy]ethoxy}-3-[4-(2-oxopyrrolidin-1-yl)cyclohexylcarbonylamino]-N-(5-chloropyridin-2-yl)benzofuran-2-carboxamide). Yield: 71.8%. As a reaction SMILES: Cl.Cl.[O:3]([CH2:5][CH2:6][O:7][C:8]1[CH:9]=[CH:10][C:11]2[O:15][C:14]([C:16]([NH:18][C:19]3[CH:24]=[CH:23][C:22]([Cl:25])=[CH:21][N:20]=3)=[O:17])=[C:13]([NH:26][C:27]([C@H:29]3[CH2:34][CH2:33][C@H:32]([N:35]4[CH2:39][CH2:38][CH2:37][C:36]4=[O:40])[CH2:31][CH2:30]3)=[O:28])[C:12]=2[CH:41]=1)N.C(N(CC)C(C)C)(C)C.[C:51]([O:55][C:56]([NH:58][C:59]([N:68]1C=CC=N1)=[N:60][C:61]([O:63][C:64]([CH3:67])([CH3:66])[CH3:65])=[O:62])=[O:57])([CH3:54])([CH3:53])[CH3:52]>CN(C)C=O>[C:64]([O:63][C:61]([N:60]([O:3][CH2:5][CH2:6][O:7][C:8]1[CH:9]=[CH:10][C:11]2[O:15][C:14]([C:16]([NH:18][C:19]3[CH:24]=[CH:23][C:22]([Cl:25])=[CH:21][N:20]=3)=[O:17])=[C:13]([NH:26][C:27]([C@H:29]3[CH2:30][CH2:31][C@H:32]([N:35]4[CH2:39][CH2:38][CH2:37][C:36]4=[O:40])[CH2:33][CH2:34]3)=[O:28])[C:12]=2[CH:41]=1)[C:59]([NH:58][C:56]([O:55][C:51]([CH3:52])([CH3:53])[CH3:54])=[O:57])=[NH:68])=[O:62])([CH3:65])([CH3:66])[CH3:67] |f:0.1.2|. Procedure details: Trans-5-(2-aminoxyethoxy)-3-[4-(2-oxopyrrolidin-1-yl)cyclohexylcarbonylamino]-N-(5-chloropyridin-2-yl)benzofuran-2-carboxamide dihydrochloride (90 mg) obtained in Example 183 is dissolved in N,N-dimethyl formamide (3 ml), and thereto are added N,N-diisopropylethylamine (38 μl) and N,N′-bis(t-butoxycarbonyl)-1H-pyrazole-1-carboxamidine (57 mg), and the mixture is stirred at room temperature for one day. The reaction solution is concentrated under reduced pressure, and the residue is poured into w... Reactants: OC12C(C3CC(CC(C1)C3)C2)N (1-hydroxytricyclo[3.3.1.13,7 ]decan-2-amine), C1(=CC=CC=C1)C(C1=CC=CC=C1)(C1=CC=CC=C1)Cl (triphenylmethyl chloride), C1(=CC=CC=C1)C(C1=CC=CC=C1)(C1=CC=CC=C1)Cl (triphenylmethyl chloride). The solvent is ClCCl (dichloromethane), ClCCl (dichloromethane). The product is C(C1=CC=CC=C1)(C1=CC=CC=C1)(C1=CC=CC=C1)NC1C2(CC3CC(CC1C3)C2)O (N-trityl-1-hydroxytricyclo[3.3.1.13,7 ]decan-2-amine). Reaction SMILES: [OH:1][C:2]12[CH2:11][CH:6]3[CH2:7][CH:8]([CH2:10][CH:4]([CH2:5]3)[CH:3]1[NH2:12])[CH2:9]2.[C:13]1([C:19](Cl)([C:26]2[CH:31]=[CH:30][CH:29]=[CH:28][CH:27]=2)[C:20]2[CH:25]=[CH:24][CH:23]=[CH:22][CH:21]=2)[CH:18]=[CH:17][CH:16]=[CH:15][CH:14]=1>ClCCl>[C:19]([NH:12][CH:3]1[CH:4]2[CH2:5][CH:6]3[CH2:7][CH:8]([CH2:9][C:2]1([OH:1])[CH2:11]3)[CH2:10]2)([C:13]1[CH:18]=[CH:17][CH:16]=[CH:15][CH:14]=1)([C:26]1[CH:27]=[CH:28][CH:29]=[CH:30][CH:31]=1)[C:20]1[CH:21]=[CH:22][CH:23]=[CH:24][CH:25]=1. Procedure: To 1-hydroxytricyclo[3.3.1.13,7 ]decan-2-amine (0.47 g; 0.0028 mole), [prepared via a procedure of W. V. Curran and R. B. Angier, J. of Org. Chem., 34(11), 3668-70 (1969)] in dichloromethane (45 ml)is added triphenylmethyl chloride (0.78 g; 0.0028 mole) in dichloromethane (5 ml). This mixture is refluxed for 7 hours and then more triphenylmethyl chloride (0.35 g) is added and the reaction refluxed overnight. The reaction is stripped to dryness and the products separated via flash chromatography ... The reactants are C1(=CC=CC=C1)CC(=O)C1=CC=C(C=C1)C1(CC1)NC(OC(C)(C)C)=O (tert-Butyl {1-[4-(phenylacetyl)phenyl]cyclopropyl}carbamate), ClC1=NC=CC(=C1C=O)NC(OC(C)(C)C)=O (tert-Butyl (2-chloro-3-formylpyridin-4-yl)carbamate), C([O-])([O-])=O.[K+].[K+] (potassium carbonate). Solvent: CN(C)C=O (DMF), C(C)(=O)OCC (ethyl acetate). Yields the product ClC1=C2C=C(C(=NC2=CC=N1)C1=CC=C(C=C1)C1(CC1)NC(OC(C)(C)C)=O)C1=CC=CC=C1 (tert-Butyl {1-[4-(5-chloro-3-phenyl-1,6-naphthyridin-2-yl)phenyl]cyclopropyl}carbamate). RXN SMILES: [C:1]1([CH2:7][C:8]([C:10]2[CH:15]=[CH:14][C:13]([C:16]3([NH:19][C:20](=[O:26])[O:21][C:22]([CH3:25])([CH3:24])[CH3:23])[CH2:18][CH2:17]3)=[CH:12][CH:11]=2)=O)[CH:6]=[CH:5][CH:4]=[CH:3][CH:2]=1.[Cl:27][C:28]1[C:33]([CH:34]=O)=[C:32]([NH:36]C(=O)OC(C)(C)C)[CH:31]=[CH:30][N:29]=1.C(=O)([O-])[O-].[K+].[K+]>CN(C=O)C.C(OCC)(=O)C>[Cl:27][C:28]1[N:29]=[CH:30][CH:31]=[C:32]2[C:33]=1[CH:34]=[C:7]([C:1]1[CH:2]=[CH:3][CH:4]=[CH:5][CH:6]=1)[C:8]([C:10]1[CH:11]=[CH:12][C:13]([C:16]3([NH:19][C:20](=[O:26])[O:21][C:22]([CH3:24])([CH3:23])[CH3:25])[CH2:17][CH2:18]3)=[CH:14][CH:15]=1)=[N:36]2 |f:2.3.4|. Procedure details: A solution of 33-2 (0.64 g, 2.5 mmol), 3-1 (0.88 g, 2.5 mmol) and potassium carbonate (2.1 g, 15 mmol) in DMF (14 mL) was heated to 120° C. for 4.5 hours. The reaction was cooled to room temperature, diluted with ethyl acetate, washed with water, brine, dried over sodium sulfate, filtered and concentrated. Purification by silica gel chromatography (1% ethyl acetate/hexane→70% ethyl acetate/hexane) gave the title compound as a foam. MS (M+H+): calculated=471.98, observed=472.1. Yields the product CCc1ccc(C(O)C(C)N)cc1. As a reaction SMILES: [C:1]([N:5]([C:2](=[O:3])[O-:4])[CH:9]([CH:10]([OH:11])[c:12]1[cH:13][cH:14][c:15]([CH2:18][CH3:19])[cH:16][cH:17]1)[CH3:20])([CH3:6])([CH3:7])[CH3:8].[CH3:22][C:23]#[N:24].[ClH:21].[OH2:25]>>[NH2:5][CH:9]([CH:10]([OH:11])[c:12]1[cH:13][cH:14][c:15]([CH2:18][CH3:19])[cH:16][cH:17]1)[CH3:20]. Reactants: CCc1ccc(C(O)C(C)N(C(=O)[O-])C(C)(C)C)cc1, CC#N, Cl, O. Reactants: O=C(NC(Cc1ccc(OC(F)(F)F)cc1)C(=O)O)c1ccc(OCCC(F)(F)F)cc1, N. Product: NC(=O)C(Cc1ccc(OC(F)(F)F)cc1)NC(=O)c1ccc(OCCC(F)(F)F)cc1. Reaction SMILES: [F:1][C:2]([O:3][c:4]1[cH:5][cH:6][c:7]([CH2:10][CH:11]([C:12](=[O:13])[OH:14])[NH:15][C:16]([c:17]2[cH:18][cH:19][c:20]([O:23][CH2:24][CH2:25][C:26]([F:27])([F:28])[F:29])[cH:21][cH:22]2)=[O:30])[cH:8][cH:9]1)([F:31])[F:32].[NH3:33]>>[F:1][C:2]([O:3][c:4]1[cH:5][cH:6][c:7]([CH2:10][CH:11]([C:12](=[O:13])[NH2:33])[NH:15][C:16]([c:17]2[cH:18][cH:19][c:20]([O:23][CH2:24][CH2:25][C:26]([F:27])([F:28])[F:29])[cH:21][cH:22]2)=[O:30])[cH:8][cH:9]1)([F:31])[F:32]. Starting materials: C(CCC)[Li] (n-Butyllithium), C(=O)=O (Cardice), BrC1=CC=C(C=C1)SCCCC (1-Bromo-4-butylsulphanylbenzene). The solvent is C1CCOC1 (THF), C1CCOC1 (THF). The product is C(CCC)SC1=CC=C(C(=O)O)C=C1 (4-Butylsulphanylbenzoic acid). RXN SMILES: C([Li])CCC.Br[C:7]1[CH:12]=[CH:11][C:10]([S:13][CH2:14][CH2:15][CH2:16][CH3:17])=[CH:9][CH:8]=1.[C:18](=[O:20])=[O:19]>C1COCC1>[CH2:14]([S:13][C:10]1[CH:11]=[CH:12][C:7]([C:18]([OH:20])=[O:19])=[CH:8][CH:9]=1)[CH2:15][CH2:16][CH3:17]. Procedure: n-Butyllithium (6.8 ml, 10.0M in hexane, 0.068 mol) was added to a stirred, cooled (-78° C.) solution of compound 1 (16.56 g, 0.067 mol) in dry THF (200 ml), under dry nitrogen at -78° C. The mixture was maintained under these conditions for a further 0.5 h (glc analysis confirmed a complete reaction) before being poured into a slurry of `Cardice` and dry THF. The mixture was allowed to warm to room temperature overnight. The combined organic extracts were evaporated in vacuo and the residue was...